Dataset: the Open Reaction Database (ORD), a public repository of structured organic reaction records. Task: describe an organic reaction: reactants, conditions, products, and yield Starting materials: N(N)C1=NC(=NC(=C1)N1CCOCC1)OCCN1CCOCC1 (4-[2-(4-Hydrazino-6-(morpholin-4-yl)-pyrimidin-2-yloxy)-ethyl]-morpholine), CC=1C=C2C(C(NC2=CC1)=O)=O (5-methylisatin). The reagents and catalysts are C(C)(=O)O (acetic acid). The solvent is C(C)O (ethanol). Reaction conditions: temperature 60 celsius, time 8 hour. The product is CC=1C=C2C(C(NC2=CC1)=O)=NNC1=NC(=NC(=C1)N1CCOCC1)OCCN1CCOCC1 (5-methyl-3-{[6-morpholin-4-yl-2-(2-morpholin-4-yl-ethoxy)-pyrimidin-4-yl]-hydrazono}-1,3-dihydro-indol-2-one). RXN SMILES: [NH:1]([C:3]1[CH:8]=[C:7]([N:9]2[CH2:14][CH2:13][O:12][CH2:11][CH2:10]2)[N:6]=[C:5]([O:15][CH2:16][CH2:17][N:18]2[CH2:23][CH2:22][O:21][CH2:20][CH2:19]2)[N:4]=1)[NH2:2].[CH3:24][C:25]1[CH:26]=[C:27]2[C:31](=[CH:32][CH:33]=1)[NH:30][C:29](=[O:34])[C:28]2=O>C(O)(=O)C.C(O)C>[CH3:24][C:25]1[CH:26]=[C:27]2[C:31](=[CH:32][CH:33]=1)[NH:30][C:29](=[O:34])[C:28]2=[N:2][NH:1][C:3]1[CH:8]=[C:7]([N:9]2[CH2:10][CH2:11][O:12][CH2:13][CH2:14]2)[N:6]=[C:5]([O:15][CH2:16][CH2:17][N:18]2[CH2:19][CH2:20][O:21][CH2:22][CH2:23]2)[N:4]=1. Reported procedure: 4-[2-(4-Hydrazino-6-(morpholin-4-yl)-pyrimidin-2-yloxy)-ethyl]-morpholine (80 mg; ¼ mmol) was added to a flask along with 5-methylisatin (53 mg; ⅓ mmol) and ethanol (4 mL). One drop of acetic acid was added, and the reaction was stirred overnight at 60° C. The mixture was then filtered and the precipitate was washed with ethanol (1 mL) and dried to give 5-methyl-3-{[6-morpholin-4-yl-2-(2-morpholin-4-yl-ethoxy)-pyrimidin-4-yl]-hydrazono}-1,3-dihydro-indol-2-one. Procedure details: In a manner analogous to the preparation of N4-(3,4-ethylenedioxyphenyl)-5-fluoro-N2-(3-hydroxyphenyl)-2,4-pyrimidinediamine, the reaction of benzothiophen-3-ylmethylamine (244 mg, 1.5 mmol) and 2,4-dichloro-5-fluoropyrimidine (50 mg, 0.3 mmol) gave N4-(benzothiophen-3-ylmethyl)-2-chloro-5-fluoro-4-pyrimidineamine. The reaction of N4-(benzothiophen-3-ylmethyl)-2-chloro-5-fluoro-4-pyrimidineamine and 3-aminophenol (200 mg, 1.83 mmol) gave N4-(benzothiophen-3-ylmethyl)-5-fluoro-N2-(3-hydroxyphenyl... The product is S1C=C(C2=C1C=CC=C2)CNC2=NC(=NC=C2F)NC2=CC(=CC=C2)O (N4-(benzothiophen-3-ylmethyl)-5-fluoro-N2-(3-hydroxyphenyl)-2,4-pyrimidinediamine). The reactants are S1C=C(C2=C1C=CC=C2)CNC2=NC(=NC=C2F)Cl (N4-(benzothiophen-3-ylmethyl)-2-chloro-5-fluoro-4-pyrimidineamine), NC=1C=C(C=CC1)O (3-aminophenol). As a reaction SMILES: [S:1]1[C:5]2[CH:6]=[CH:7][CH:8]=[CH:9][C:4]=2[C:3]([CH2:10][NH:11][C:12]2[C:17]([F:18])=[CH:16][N:15]=[C:14](Cl)[N:13]=2)=[CH:2]1.[NH2:20][C:21]1[CH:22]=[C:23]([OH:27])[CH:24]=[CH:25][CH:26]=1>>[S:1]1[C:5]2[CH:6]=[CH:7][CH:8]=[CH:9][C:4]=2[C:3]([CH2:10][NH:11][C:12]2[C:17]([F:18])=[CH:16][N:15]=[C:14]([NH:20][C:21]3[CH:26]=[CH:25][CH:24]=[C:23]([OH:27])[CH:22]=3)[N:13]=2)=[CH:2]1. Reactants: COC(C1=CC(=CC=C1)COC1=CC=C(C=C1)I)=O (3-(4-iodo-phenoxymethyl)-benzoic acid methyl ester), COC(C1=CC(=CC=C1)COC1=CC=C(C=C1)I)=O (3-(4-iodo-phenoxymethyl)-benzoic acid methyl ester), FC1=NC=C(C=C1)B(O)O (2-fluoropyridine-5-boronic acid). The product is FC1=CC=C(C=N1)C1=CC=C(OCC=2C=C(C(=O)O)C=CC2)C=C1 (3-[4-(6-Fluoro-pyridin-3-yl)-phenoxymethyl]-benzoic acid). As a reaction SMILES: C[O:2][C:3](=[O:19])[C:4]1[CH:9]=[CH:8][CH:7]=[C:6]([CH2:10][O:11][C:12]2[CH:17]=[CH:16][C:15](I)=[CH:14][CH:13]=2)[CH:5]=1.[F:20][C:21]1[CH:26]=[CH:25][C:24](B(O)O)=[CH:23][N:22]=1>>[F:20][C:21]1[N:22]=[CH:23][C:24]([C:15]2[CH:16]=[CH:17][C:12]([O:11][CH2:10][C:6]3[CH:5]=[C:4]([CH:9]=[CH:8][CH:7]=3)[C:3]([OH:2])=[O:19])=[CH:13][CH:14]=2)=[CH:25][CH:26]=1. Procedure details: 3-[4-(6-Fluoro-pyridin-3-yl)-phenoxymethyl]-benzoic acid was prepared using the procedure described above for the synthesis of Example 4 from 3-(4-iodo phenoxymethyl)-benzoic acid methyl ester (of Intermediate 1) and 2-fluoropyridine-5-boronic acid (ASDI Incorporated, Newark, Del.). Mass spectrum MH+=324. The reactants are O=C=Nc1ccc(F)cc1, CN1CCCC1=N, c1ccccc1. The product is CN1CCCC1=NC(=O)Nc1ccc(F)cc1. Reaction SMILES: [F:8][c:9]1[cH:10][cH:11][c:12]([N:15]=[C:16]=[O:17])[cH:13][cH:14]1.[NH:1]=[C:2]1[N:3]([CH3:7])[CH2:4][CH2:5][CH2:6]1.[cH:18]1[cH:19][cH:20][cH:21][cH:22][cH:23]1>>[N:1](=[C:2]1[N:3]([CH3:7])[CH2:4][CH2:5][CH2:6]1)[C:16]([NH:15][c:12]1[cH:11][cH:10][c:9]([F:8])[cH:14][cH:13]1)=[O:17]. Starting materials: F[B-](F)(F)F, ClCCl, C[O+](C)C, CSc1ccnc2ccnn12. The product is c1cnc2ccnn2c1. As a reaction SMILES: [B-:12]([F:13])([F:14])([F:15])[F:16].[CH2:21]([Cl:22])[Cl:23].[CH3:17][O+:18]([CH3:19])[CH3:20].[CH3:1][S:2][c:3]1[cH:4][cH:5][n:6][c:7]2[n:8]1[n:9][cH:10][cH:11]2>>[cH:3]1[cH:4][cH:5][n:6][c:7]2[n:8]1[n:9][cH:10][cH:11]2. The reactants are CCn1nc(C)cc1CCN, CC(=O)O, CCO, O=CCCc1ccc(C(F)(F)F)cc1. The product is CCn1nc(C)c2c1CCNC2CCc1ccc(C(F)(F)F)cc1. RXN SMILES: [CH2:1]([CH3:2])[n:3]1[n:4][c:5]([CH3:11])[cH:6][c:7]1[CH2:8][CH2:9][NH2:10].[CH3:12][C:13](=[O:14])[OH:15].[CH3:30][CH2:31][OH:32].[F:16][C:17]([c:18]1[cH:19][cH:20][c:21]([CH2:24][CH2:25][CH:26]=[O:27])[cH:22][cH:23]1)([F:28])[F:29]>>[CH2:1]([CH3:2])[n:3]1[n:4][c:5]([CH3:11])[c:6]2[c:7]1[CH2:8][CH2:9][NH:10][CH:26]2[CH2:25][CH2:24][c:21]1[cH:20][cH:19][c:18]([C:17]([F:16])([F:28])[F:29])[cH:23][cH:22]1.